Task: describe an organic reaction: reactants, conditions, products, and yield. Dataset: the Open Reaction Database (ORD), a public repository of structured organic reaction records Starting materials: COC(=O)C1=C(O)c2csc(Cl)c2S(=O)(=O)N1C, Cc1ccccc1C, Nc1ccccn1. Product: CN1C(C(=O)Nc2ccccn2)=C(O)c2csc(Cl)c2S1(=O)=O. As a reaction SMILES: [C:1]([O:3][CH3:2])(=[O:4])[C:5]1=[C:10]([OH:11])[c:9]2[c:8]([c:14]([Cl:15])[s:13][cH:12]2)[S:7](=[O:16])(=[O:17])[N:6]1[CH3:18].[CH3:26][c:27]1[c:28]([CH3:29])[cH:30][cH:31][cH:32][cH:33]1.[NH2:19][c:20]1[n:21][cH:22][cH:23][cH:24][cH:25]1>>[C:1](=[O:3])([C:5]1=[C:10]([OH:11])[c:9]2[c:8]([c:14]([Cl:15])[s:13][cH:12]2)[S:7](=[O:16])(=[O:17])[N:6]1[CH3:18])[NH:19][c:20]1[n:21][cH:22][cH:23][cH:24][cH:25]1. The reactants are CO, COC(OC)OC, Cc1cc(Cn2cnc3c2CC(C(=O)O)NC3)ccc1[N+](=O)[O-], Cl, Cl, Cl. Yields the product COC(=O)C1Cc2c(ncn2Cc2ccc([N+](=O)[O-])c(C)c2)CN1. Reaction SMILES: [CH3:27][OH:28].[CH3:29][O:30][CH:31]([O:32][CH3:33])[O:34][CH3:35].[CH3:3][c:4]1[cH:5][c:6]([CH2:13][n:14]2[cH:15][n:16][c:17]3[c:22]2[CH2:21][CH:20]([C:23](=[O:24])[OH:25])[NH:19][CH2:18]3)[cH:7][cH:8][c:9]1[N+:10](=[O:11])[O-:12].[ClH:1].[ClH:26].[ClH:2]>>[CH3:3][c:4]1[cH:5][c:6]([CH2:13][n:14]2[cH:15][n:16][c:17]3[c:22]2[CH2:21][CH:20]([C:23]([O:24][CH3:27])=[O:25])[NH:19][CH2:18]3)[cH:7][cH:8][c:9]1[N+:10](=[O:11])[O-:12]. Starting materials: N#Cc1ccc(CC(C#N)C#N)cc1, CN(C)C=O, ClC=CC(Cl)Cl, [H-], [Na+]. The product is N#Cc1ccc(CC(C#N)(C#N)C=CC(Cl)Cl)cc1. As a reaction SMILES: [C:1](#[N:2])[c:3]1[cH:4][cH:5][c:6]([CH2:7][CH:8]([C:9]#[N:10])[C:11]#[N:12])[cH:13][cH:14]1.[CH3:23][N:24]([CH3:25])[CH:26]=[O:27].[Cl:17][CH:18]=[CH:19][CH:20]([Cl:21])[Cl:22].[H-:15].[Na+:16]>>[C:1](#[N:2])[c:3]1[cH:4][cH:5][c:6]([CH2:7][C:8]([C:9]#[N:10])([C:11]#[N:12])[CH:18]=[CH:19][CH:20]([Cl:21])[Cl:22])[cH:13][cH:14]1. Reactants: ClC1=C(C=CC=2C(=NOC21)C2=C(C=CC=C2)F)OCC(=O)Cl ({[7-chloro-3-(2-fluorophenyl)-1,2-benzisoxazol-6-yl]oxy}acetyl chloride), Cl.C(C)N (ethylamine hydrochloride). The solvent is C(Cl)Cl (methylene chloride), C(Cl)Cl (methylene chloride), [OH-].[Na+] (sodium hydroxide). Conditions: time 18 hour. The product is CNC(COC1=C(C2=C(C(=NO2)C2=C(C=CC=C2)F)C=C1)Cl)=O (N-methyl-{[7-chloro-3-(2-fluorophenyl)-1,2-benzisoxazol-6-yl]oxy}acetamide). RXN SMILES: [Cl:1][C:2]1[C:10]2[O:9][N:8]=[C:7]([C:11]3[CH:16]=[CH:15][CH:14]=[CH:13][C:12]=3[F:17])[C:6]=2[CH:5]=[CH:4][C:3]=1[O:18][CH2:19][C:20](Cl)=[O:21].Cl.[CH2:24]([NH2:26])C>C(Cl)Cl.[OH-].[Na+]>[CH3:24][NH:26][C:20](=[O:21])[CH2:19][O:18][C:3]1[CH:4]=[CH:5][C:6]2[C:7]([C:11]3[CH:16]=[CH:15][CH:14]=[CH:13][C:12]=3[F:17])=[N:8][O:9][C:10]=2[C:2]=1[Cl:1] |f:1.2,4.5|. Procedure: A solution of 4.0 g of {[7-chloro-3-(2-fluorophenyl)-1,2-benzisoxazol-6-yl]oxy}acetyl chloride in methylene chloride is added drop-wise to a solution of 0.9 g of ethylamine hydrochloride in 50 ml methylene chloride and 25 ml of 15% sodium hydroxide solution at 0° C. After 18 hr at room temperature the reaction mixture is acidified, filtered, and the filtrate partitioned. The aqueous solution is washed with methylene chloride. The organic solutions are combined, washed with saturated sodium chlor... The reactants are C1CCC(CC1)N=C=NC2CCCCC2 (DCCD), N[C@@H](CCCNC(N)=N)C(=O)O (arginine), NCC(=O)O (Gly), C(=O)(OC(C)(C)C)N[C@@H](CCCNC(NS(=O)(=O)C1=CC=C(C)C=C1)=N)C(=O)O (BOC-Nω -tosyl-L-arginine), NCC(=O)O (glycine), amino acid, amino acid. Reaction conditions: time 20 hour. Yields the product C(=O)(OC(C)(C)C)N[C@@H](CCCNC(NS(=O)(=O)C1=CC=C(C)C=C1)=N)C(=O)O.NCC(=O)O (BOC-Nω -tosyl-L-arginine glycine). As a reaction SMILES: [NH2:1][C@H:2]([C:10]([OH:12])=[O:11])CCCNC(=N)N.NCC(O)=O.[C:18]([NH:25][C@H:26]([C:44]([OH:46])=[O:45])[CH2:27][CH2:28][CH2:29][NH:30][C:31](=[NH:43])[NH:32][S:33]([C:36]1[CH:42]=[CH:41][C:39]([CH3:40])=[CH:38][CH:37]=1)(=[O:35])=[O:34])([O:20][C:21]([CH3:24])([CH3:23])[CH3:22])=[O:19].C1CCC(N=C=NC2CCCCC2)CC1>C(Cl)Cl.CN(C=O)C.C(Cl)Cl>[C:18]([NH:25][C@H:26]([C:44]([OH:46])=[O:45])[CH2:27][CH2:28][CH2:29][NH:30][C:31](=[NH:43])[NH:32][S:33]([C:36]1[CH:37]=[CH:38][C:39]([CH3:40])=[CH:41][CH:42]=1)(=[O:34])=[O:35])([O:20][C:21]([CH3:24])([CH3:23])[CH3:22])=[O:19].[NH2:1][CH2:2][C:10]([OH:12])=[O:11] |f:5.6,7.8|. Run in C(Cl)Cl (methylene chloride), C(Cl)Cl (methylene chloride), CN(C)C=O.C(Cl)Cl (DMF CH2Cl2). Procedure: Condensation with arginine and BOC-deprotection. The Gly-resin is suspended in 200 ml of methylene chloride and treated with a triple-molar quantity respect to the glycine of the second amino acid (first amino acid of the sequence desired), adding a solution of 9.85 g (23 mmol) of BOC-Nω -tosyl-L-arginine in 60 ml of DMF:CH2Cl2 1:1. After 10 minutes under agitation, 4.76 g (23 mmol) of DCCD dissolved in 30 ml of methylene chloride are added and left under agitation at room temperature for 20 hou... Reactants: material, OS(=O)(=O)O (H2SO4), CC(C)([O-])C.[K+] (potassium tert-butoxide), C(C(=O)OCC)(=O)OCC (diethyl oxalate), O(C1=CC=CC=C1)CCCC(=O)OCC (ethyl 4-phenoxybutanoate). Run in O1CCCC1 (tetrahydrofuran), O1CCCC1 (tetrahydrofuran). Conditions: time 8 hour. The product is C1(OC(C2=C1C1=C(OCC2)C=CC=C1)=O)=O (4,5-Dihydrobenzo[b]furo[3,4-d]oxepine-1,3-dione). RXN SMILES: CC(C)([O-:4])C.[K+].C(OCC)(=O)C(OCC)=O.[O:17]([CH2:24][CH2:25][CH2:26][C:27]([O:29][CH2:30][CH3:31])=[O:28])[C:18]1[CH:23]=[CH:22][CH:21]=[CH:20][CH:19]=1.OS(O)(=O)=O>O1CCCC1>[C:30]1(=[O:4])[C:31]2[C:19]3[CH:20]=[CH:21][CH:22]=[CH:23][C:18]=3[O:17][CH2:24][CH2:25][C:26]=2[C:27](=[O:28])[O:29]1 |f:0.1|. Procedure details: To potassium tert-butoxide (1.35 g, 12 mmol) in tetrahydrofuran (30 mL) was added diethyl oxalate (2.2 g, 15 mmol) and ethyl 4-phenoxybutanoate (2.08 g, 10 mmol) in tetrahydrofuran (30 mL) at 0° C. dropwise. The mixture was allowed to stir overnight, concentrated, quenched with 1 N HCl(aq), extracted with ethyl acetate, and concentrated. A fraction of this material (308 mg, 1 mmol) was added to concentrated H2SO4 at 0° C. The mixture was stirred for 1.5 hours and was poured onto ice chips. The p... Reactants: S=C([S-])N1CCC(Sc2c[nH]c3ccc(Br)cc23)CC1, CI, CCO, [Na+]. Product: CSC(=S)N1CCC(Sc2c[nH]c3ccc(Br)cc23)CC1. Reaction SMILES: [Br:1][c:2]1[cH:3][c:4]2[c:5]([S:11][CH:12]3[CH2:13][CH2:14][N:15]([C:18](=[S:19])[S-:20])[CH2:16][CH2:17]3)[cH:6][nH:7][c:8]2[cH:9][cH:10]1.[CH3:22][I:23].[CH3:24][CH2:25][OH:26].[Na+:21]>>[Br:1][c:2]1[cH:3][c:4]2[c:5]([S:11][CH:12]3[CH2:13][CH2:14][N:15]([C:18](=[S:19])[S:20][CH3:22])[CH2:16][CH2:17]3)[cH:6][nH:7][c:8]2[cH:9][cH:10]1. Run at temperature 100 celsius, time 8 hour. Product: O[C@@H]1C[C@@H]2N(C(CCN(C2)C2=NC=C(C=C2)C(F)(F)F)=O)C1 ((8R,9aS)-8-hydroxy-2-[5-(trifluoromethyl)pyridin-2-yl]octahydro-5H-pyrrolo[1,2-a][1,4]diazepin-5-one). RXN SMILES: Cl.[OH:2][C@H:3]1[CH2:13][N:6]2[C:7](=[O:12])[CH2:8][CH2:9][NH:10][CH2:11][C@@H:5]2[CH2:4]1.Br[C:15]1[CH:20]=[CH:19][C:18]([C:21]([F:24])([F:23])[F:22])=[CH:17][N:16]=1.C(=O)([O-])[O-].[Na+].[Na+]>CS(C)=O>[OH:2][C@H:3]1[CH2:13][N:6]2[C:7](=[O:12])[CH2:8][CH2:9][N:10]([C:15]3[CH:20]=[CH:19][C:18]([C:21]([F:24])([F:23])[F:22])=[CH:17][N:16]=3)[CH2:11][C@@H:5]2[CH2:4]1 |f:0.1,3.4.5|. Procedure details: A mixture of (8R,9aS)-8-hydroxyoctahydro-5H-pyrrolo[1,2-a][1,4]diazepin-5-one hydrochloride (90 mg, 0.435 mmol, Part A), 2-bromo-5-(trifluoromethyl)pyridine (148 mg, 0.635 mmol) and sodium carbonate (138 mg, 1.306 mmol) in dimethyl sulfoxide (0.4 mL) was stirred at 100° C. overnight. The mixture was purified by chromatography on silica gel (ethyl acetate/methanol=15:1) to give 135 mg (98% yield) of the titled compound. 1H NMR (400 MHz, DMSO-d6) δ ppm 1.77 (m, 1H), 2.09 (m, 1 H), 2.50-2.66 (m, 2 ... The solvent is CS(=O)C (dimethyl sulfoxide). The yield is 98.0%. Starting materials: Cl.O[C@@H]1C[C@@H]2N(C(CCNC2)=O)C1 ((8R,9aS)-8-hydroxyoctahydro-5H-pyrrolo[1,2-a][1,4]diazepin-5-one hydrochloride), BrC1=NC=C(C=C1)C(F)(F)F (2-bromo-5-(trifluoromethyl)pyridine), C([O-])([O-])=O.[Na+].[Na+] (sodium carbonate).